This data is from the Open Reaction Database (ORD), a public repository of structured organic reaction records. The task is: describe an organic reaction: reactants, conditions, products, and yield Procedure: A mixture of (2-bromo-4-methylthiazol-5-yl)methanol of preparation 97 (3.8 g, 18.4 mmol) and MnO2 (16.5 g, 0.18 mmol) in CHCl3 (180 mL) was stirred at room temperature overnight. TLC (petroleum ether/EtOAc=3:1) showed the reaction was complete. The reaction mixture was filtered and the filtrate was concentrated in vacuum. The residue was purified by a Biotage silica gel cartridge (EA/PE=30%, Rf=0.5) to give the title compound as a white solid (1.8 g, 47%) as a white solid, and as well as impure ... Starting materials: BrC=1SC(=C(N1)C)CO ((2-bromo-4-methylthiazol-5-yl)methanol), 97, petroleum ether EtOAc. RXN SMILES: [Br:1][C:2]1[S:3][C:4]([CH2:8][OH:9])=[C:5]([CH3:7])[N:6]=1>C(Cl)(Cl)Cl.O=[Mn]=O>[Br:1][C:2]1[S:3][C:4]([CH:8]=[O:9])=[C:5]([CH3:7])[N:6]=1. Isolated yield 47.0%. The reagents and catalysts are O=[Mn]=O (MnO2). Conditions: time 8 hour. The product is BrC=1SC(=C(N1)C)C=O (2-Bromo-4-methylthiazole-5-carbaldehyde). Run in C(Cl)(Cl)Cl (CHCl3).